From a dataset of the Open Reaction Database (ORD), a public repository of structured organic reaction records. describe an organic reaction: reactants, conditions, products, and yield RXN SMILES: [CH3:64][CH2:65][OH:66].[F:1][C:2]([c:3]1[cH:4][c:5]([CH:13]2[CH:14]([CH3:46])[N:15]([CH2:19][c:20]3[c:21]([N:30]([CH2:31][CH3:32])[CH2:33][CH:34]4[CH2:35][CH2:36][CH:37]([CH2:40][C:41](=[O:42])[O:43][CH2:44][CH3:45])[CH2:38][CH2:39]4)[cH:22][cH:23][c:24]([C:26]([F:27])([F:28])[F:29])[cH:25]3)[C:16](=[O:18])[O:17]2)[cH:6][c:7]([C:9]([F:10])([F:11])[F:12])[cH:8]1)([F:47])[F:48].[K+:50].[OH-:49].[OH:51][C:52]([CH2:53][C:54]([C:55](=[O:56])[OH:57])([CH2:58][C:59](=[O:60])[OH:61])[OH:62])=[O:63]>>[F:1][C:2]([c:3]1[cH:4][c:5]([CH:13]2[CH:14]([CH3:46])[N:15]([CH2:19][c:20]3[c:21]([N:30]([CH2:31][CH3:32])[CH2:33][CH:34]4[CH2:35][CH2:36][CH:37]([CH2:40][C:41](=[O:42])[OH:43])[CH2:38][CH2:39]4)[cH:22][cH:23][c:24]([C:26]([F:27])([F:28])[F:29])[cH:25]3)[C:16](=[O:18])[O:17]2)[cH:6][c:7]([C:9]([F:10])([F:11])[F:12])[cH:8]1)([F:47])[F:48]. The reactants are CCO, CCOC(=O)CC1CCC(CN(CC)c2ccc(C(F)(F)F)cc2CN2C(=O)OC(c3cc(C(F)(F)F)cc(C(F)(F)F)c3)C2C)CC1, [K+], [OH-], O=C(O)CC(O)(CC(=O)O)C(=O)O. Yields the product CCN(CC1CCC(CC(=O)O)CC1)c1ccc(C(F)(F)F)cc1CN1C(=O)OC(c2cc(C(F)(F)F)cc(C(F)(F)F)c2)C1C.